The task is: describe an organic reaction: reactants, conditions, products, and yield. This data is from the Open Reaction Database (ORD), a public repository of structured organic reaction records. Starting materials: [Sn] (tin), [Sn] (tin), 25, BrC=1SC(=C(C1[N+](=O)[O-])[N+](=O)[O-])Br (2,5-dibromo-3,4-dinitrothiophene), Cl (HCl). The product is Cl.Cl.NC1=CSC=C1N (3,4-diaminothiophene dihydrochloride). Reaction SMILES: Br[C:2]1[S:3][C:4](Br)=[C:5]([N+:10]([O-])=O)[C:6]=1[N+:7]([O-])=O.[Sn].[ClH:15]>>[ClH:15].[ClH:15].[NH2:7][C:6]1[C:5]([NH2:10])=[CH:4][S:3][CH:2]=1 |f:3.4.5,^3:13|. Procedure details: Concentrated HCl (230 mL) and 2,5-dibromo-3,4-dinitrothiophene (11, 12.8 g, 38.0 mmol) were added into a flask, cooled in an ice bath, and mixed together. A metal tin was slowly added for 1 hour while maintaining a temperature of 25 to 30. After the addition was complete, the reactant was stirred until tin was consumed, and stored in a fridge for one night. A solid precipitate was vacuum filtered, collected and washed with diethylether and acetonitrile. The product 2H+ salt 12 is significantly s... Reactants: NC=1SC=C(N1)C(C(=O)O)=NOC(C)C (2-(2-Aminothiazol-4-yl)-2-iso-propoxyiminoacetic acid), C(C)(=O)OC(C)=O (acetic anhydride). The solvent is C(=O)O (formic acid). Product: C(=O)NC=1SC=C(N1)C(C(=O)O)=NOC(C)C (2-(2-formamidothiazol-4-yl)-2-iso-propoxyiminoacetic acid). Isolated yield 83.5%. Reaction SMILES: [NH2:1][C:2]1[S:3][CH:4]=[C:5]([C:7](=[N:11][O:12][CH:13]([CH3:15])[CH3:14])[C:8]([OH:10])=[O:9])[N:6]=1.[C:16](OC(=O)C)(=[O:18])C>C(O)=O>[CH:16]([NH:1][C:2]1[S:3][CH:4]=[C:5]([C:7](=[N:11][O:12][CH:13]([CH3:15])[CH3:14])[C:8]([OH:10])=[O:9])[N:6]=1)=[O:18]. Procedure details: 2-(2-Aminothiazol-4-yl)-2-iso-propoxyiminoacetic acid (syn isomer, 4 g.), acetic anhydride (7.6 g. ) and formic acid (3.4 g.) were treated in a similar manner to that of Example F-(5) to give 2-(2-formamidothiazol-4-yl)-2-iso-propoxyiminoacetic acid (syn isomer, 3.75 g.), mp. 168° to 169° C. (dec.). The reactants are [Cl-].[NH4+] (ammonium chloride), CN(C)C=O (DMF), C(C)(C)C1=CC=C(C=C1)C=1N=C(SC1)N(CCC#N)CC=1SC=CC1 (3-{[4-(4-isopropyl-phenyl)-thiazol-2-yl]-thiophen-2-ylmethyl-amino}-propionitrile), [N-]=[N+]=[N-].[Na+] (sodium azide). Solvent: C(C)(=O)O (acetic acid). The product is C(C)(C)C1=CC=C(C=C1)C=1N=C(SC1)N(CC=1SC=CC1)CCC1=NN=NN1 ([4-(4-Isopropyl-phenyl)-thiazol-2-yl]-[2-(1H-tetrazol-5-yl)-ethyl]-thiophen-2-ylmethyl-amine), compound. Yield: 35.4%. Reaction SMILES: [CH:1]([C:4]1[CH:9]=[CH:8][C:7]([C:10]2[N:11]=[C:12]([N:15]([CH2:20][C:21]3[S:22][CH:23]=[CH:24][CH:25]=3)[CH2:16][CH2:17][C:18]#[N:19])[S:13][CH:14]=2)=[CH:6][CH:5]=1)([CH3:3])[CH3:2].[N-:26]=[N+:27]=[N-:28].[Na+].[Cl-].[NH4+].CN(C=O)C>C(O)(=O)C>[CH:1]([C:4]1[CH:5]=[CH:6][C:7]([C:10]2[N:11]=[C:12]([N:15]([CH2:16][CH2:17][C:18]3[NH:28][N:27]=[N:26][N:19]=3)[CH2:20][C:21]3[S:22][CH:23]=[CH:24][CH:25]=3)[S:13][CH:14]=2)=[CH:8][CH:9]=1)([CH3:3])[CH3:2] |f:1.2,3.4|. Procedure: [4-(4-Isopropyl-phenyl)-thiazol-2-yl]-[2-(1H-tetrazol-5-yl)-ethyl]-thiophen-2-ylmethyl-amine was prepared following general procedure H using 3-{[4-(4-isopropyl-phenyl)-thiazol-2-yl]-thiophen-2-ylmethyl-amino}-propionitrile (278 mg, 0.756 mmol), sodium azide (657 mg, 99%, 10 mmol), ammonium chloride (535 mg, 10 mmol) and DMF (3 mL). Purification by flash chromatography (ethyl acetate/hexanes 1:1, with 0.5% v/v acetic acid) gave the product compound (110 g, 0.268 mmol). The reactants are FC(S(=O)(=O)OC1=C(C=C(C=C1[N+](=O)[O-])C=O)OCC)(F)F (2-ethoxy-4-formyl-6-nitrophenyl trifluoromethanesulfonate), [I-].[Na+] (sodium iodide), CCOC(=O)C (EtOAc). The solvent is CS(=O)C (DMSO). Conditions: time 8 hour. Product: C(C)OC=1C=C(C=O)C=C(C1I)[N+](=O)[O-] (3-ethoxy-4-iodo-5-nitrobenzaldehyde). Yield: 91.0%. Reaction SMILES: FC(F)(F)S(O[C:7]1[C:12]([N+:13]([O-:15])=[O:14])=[CH:11][C:10]([CH:16]=[O:17])=[CH:9][C:8]=1[O:18][CH2:19][CH3:20])(=O)=O.[I-:23].[Na+].CCOC(C)=O>CS(C)=O>[CH2:19]([O:18][C:8]1[CH:9]=[C:10]([CH:11]=[C:12]([N+:13]([O-:15])=[O:14])[C:7]=1[I:23])[CH:16]=[O:17])[CH3:20] |f:1.2|. Procedure: To a solution of 2-ethoxy-4-formyl-6-nitrophenyl trifluoromethanesulfonate (4.7 g, 13.7 mmol) in DMSO (10 mL) was added sodium iodide (6.2 g, 41.1 mmol). The mixture was stirred under N2 atmosphere at 3˜10° C. overnight. EtOAc/aqueous workup. Purified by silica gel column chromatography (PE:EtOAc=50:1 to PE:EtOAc=10 1) (4.0 g, yield 91%). Starting materials: CC(C)Oc1ccc(C(=O)O)cc1, COc1ccc(C(=O)N(C)C2CNCC2c2ccc(Cl)cc2)cc1C(F)(F)F. Yields the product COc1ccc(C(=O)N(C)C2CN(C(=O)c3ccc(OC(C)C)cc3)CC2c2ccc(Cl)cc2)cc1C(F)(F)F. As a reaction SMILES: [CH:29]([CH3:30])([CH3:31])[O:32][c:33]1[cH:34][cH:35][c:36]([C:37](=[O:38])[OH:39])[cH:40][cH:41]1.[Cl:1][c:2]1[cH:3][cH:4][c:5]([CH:8]2[CH:9]([N:13]([C:14]([c:15]3[cH:16][c:17]([C:23]([F:24])([F:25])[F:26])[c:18]([O:21][CH3:22])[cH:19][cH:20]3)=[O:27])[CH3:28])[CH2:10][NH:11][CH2:12]2)[cH:6][cH:7]1>>[Cl:1][c:2]1[cH:3][cH:4][c:5]([CH:8]2[CH:9]([N:13]([C:14]([c:15]3[cH:16][c:17]([C:23]([F:24])([F:25])[F:26])[c:18]([O:21][CH3:22])[cH:19][cH:20]3)=[O:27])[CH3:28])[CH2:10][N:11]([C:37]([c:36]3[cH:35][cH:34][c:33]([O:32][CH:29]([CH3:30])[CH3:31])[cH:41][cH:40]3)=[O:38])[CH2:12]2)[cH:6][cH:7]1. The reactants are O=C([O-])[O-], COC(OC)c1ccc([N+](=O)[O-])c(F)c1, CN(C)C=O, [Cs+], [Cs+], NC(=O)c1sc(N)nc1-c1ccccc1C(F)(F)F, O. Yields the product COC(OC)c1ccc([N+](=O)[O-])c(Nc2nc(-c3ccccc3C(F)(F)F)c(C(N)=O)s2)c1. RXN SMILES: [C:35](=[O:36])([O-:37])[O-:38].[CH3:20][O:21][CH:22]([c:23]1[cH:24][c:25]([F:32])[c:26]([N+:29](=[O:30])[O-:31])[cH:27][cH:28]1)[O:33][CH3:34].[CH3:42][N:43]([CH3:44])[CH:45]=[O:46].[Cs+:39].[Cs+:40].[NH2:1][c:2]1[s:3][c:4]([C:17](=[O:18])[NH2:19])[c:5](-[c:7]2[c:8]([C:13]([F:14])([F:15])[F:16])[cH:9][cH:10][cH:11][cH:12]2)[n:6]1.[OH2:41]>>[NH:1]([c:2]1[s:3][c:4]([C:17](=[O:18])[NH2:19])[c:5](-[c:7]2[c:8]([C:13]([F:14])([F:15])[F:16])[cH:9][cH:10][cH:11][cH:12]2)[n:6]1)[c:25]1[cH:24][c:23]([CH:22]([O:21][CH3:20])[O:33][CH3:34])[cH:28][cH:27][c:26]1[N+:29](=[O:30])[O-:31]. Reactants: ClC(Cl)(Cl)Cl, COc1ccc(CSC(Cc2ccccc2)C(=O)NC(C(=O)NCCc2ccc(Cl)c(Cl)c2)C(=O)NCCc2ccc(Cl)c(Cl)c2)cc1. The product is O=C(NC(C(=O)NCCc1ccc(Cl)c(Cl)c1)C(=O)NCCc1ccc(Cl)c(Cl)c1)C(S)Cc1ccccc1. As a reaction SMILES: [C:49]([Cl:50])([Cl:51])([Cl:52])[Cl:53].[Cl:1][c:2]1[cH:3][c:4]([CH2:5][CH2:6][NH:7][C:8]([CH:9]([C:10](=[O:11])[NH:12][CH2:13][CH2:14][c:15]2[cH:16][c:17]([Cl:22])[c:18]([Cl:21])[cH:19][cH:20]2)[NH:23][C:24]([CH:25]([CH2:26][c:27]2[cH:28][cH:29][cH:30][cH:31][cH:32]2)[S:33][CH2:34][c:35]2[cH:36][cH:37][c:38]([O:39][CH3:40])[cH:41][cH:42]2)=[O:43])=[O:44])[cH:45][cH:46][c:47]1[Cl:48]>>[Cl:1][c:2]1[cH:3][c:4]([CH2:5][CH2:6][NH:7][C:8]([CH:9]([C:10](=[O:11])[NH:12][CH2:13][CH2:14][c:15]2[cH:16][c:17]([Cl:22])[c:18]([Cl:21])[cH:19][cH:20]2)[NH:23][C:24]([CH:25]([CH2:26][c:27]2[cH:28][cH:29][cH:30][cH:31][cH:32]2)[SH:33])=[O:43])=[O:44])[cH:45][cH:46][c:47]1[Cl:48]. Starting materials: ClCCl, OCc1ccnc(Cl)c1, O=S(Cl)Cl. The product is ClCc1ccnc(Cl)c1. RXN SMILES: [Cl:14][CH2:15][Cl:16].[Cl:5][c:6]1[n:7][cH:8][cH:9][c:10]([CH2:12][OH:13])[cH:11]1.[S:1]([Cl:2])([Cl:3])=[O:4]>>[Cl:3][CH2:12][c:10]1[cH:9][cH:8][n:7][c:6]([Cl:5])[cH:11]1. The reactants are Cc1cc(C)nc(N2CCOCC2)c1, O=N[O-], [Na+], O=C(O)C(F)(F)F. The product is Cc1cc(N2CCOCC2)nc(C)c1[N+](=O)[O-]. Reaction SMILES: [CH3:1][c:2]1[cH:3][c:4]([N:9]2[CH2:10][CH2:11][O:12][CH2:13][CH2:14]2)[n:5][c:6]([CH3:8])[cH:7]1.[N:15](=[O:16])[O-:17].[Na+:18].[OH:19][C:20]([C:21]([F:22])([F:23])[F:24])=[O:25]>>[CH3:1][c:2]1[cH:3][c:4]([N:9]2[CH2:10][CH2:11][O:12][CH2:13][CH2:14]2)[n:5][c:6]([CH3:8])[c:7]1[N+:15](=[O:16])[O-:17].